This data is from the Open Reaction Database (ORD), a public repository of structured organic reaction records. The task is: describe an organic reaction: reactants, conditions, products, and yield The reactants are O=C1CCC(=O)N1Br, CCCCC(C)Oc1nc(N)c2ncn(C3CCCCO3)c2n1, ClC(Cl)Cl, O. The product is CCCCC(C)Oc1nc(N)c2nc(Br)n(C3CCCCO3)c2n1. RXN SMILES: [Br:1][N:2]1[C:3](=[O:4])[CH2:5][CH2:6][C:7]1=[O:8].[CH3:9][CH:10]([CH2:11][CH2:12][CH2:13][CH3:14])[O:15][c:16]1[n:17][c:18]([NH2:31])[c:19]2[n:20][cH:21][n:22]([CH:25]3[O:26][CH2:27][CH2:28][CH2:29][CH2:30]3)[c:23]2[n:24]1.[CH:33]([Cl:34])([Cl:35])[Cl:36].[OH2:32]>>[Br:1][c:21]1[n:20][c:19]2[c:18]([NH2:31])[n:17][c:16]([O:15][CH:10]([CH3:9])[CH2:11][CH2:12][CH2:13][CH3:14])[n:24][c:23]2[n:22]1[CH:25]1[O:26][CH2:27][CH2:28][CH2:29][CH2:30]1. Reactants: solution, Cl (HCl), C(C)OCC (diethyl ether), C(C)(=O)C=1OC2=C(C1)C=CC=C2 (2-acetylbenzofuran), C1(=CC(=CC=C1)CN)C (3-tolylmethylamine). Product: O1C(=CC=C2C1=CC=C2)C2N(CCC1=CC=C(C=C21)C)C (Racemic 4-benzofuran-2-yl-2,7-dimethyl-1,2,3,4-tetrahydroisoquinoline), Cl.O1C(=CC=C2C1=CC=C2)C2N(CCC1=CC=C(C=C21)C)C ((+)-4-benzofuran-2-yl-2,7-dimethyl-1,2,3,4-tetrahydroisoquinoline, hydrochloride salt). Reaction SMILES: [C:1]([C:4]1[O:5][C:6]2[CH:12]=[CH:11][CH:10]=[CH:9][C:7]=2[CH:8]=1)(=O)[CH3:2].[C:13]1([CH3:21])[CH:18]=[CH:17][CH:16]=[C:15]([CH2:19][NH2:20])[CH:14]=1.[ClH:22].[CH2:23](OCC)C>>[O:5]1[C:6]2=[CH:12][CH:11]=[CH:10][C:9]2=[CH:7][CH:8]=[C:4]1[CH:1]1[C:2]2[C:16](=[CH:17][CH:18]=[C:13]([CH3:21])[CH:14]=2)[CH2:15][CH2:19][N:20]1[CH3:23].[ClH:22].[O:5]1[C:6]2=[CH:12][CH:11]=[CH:10][C:9]2=[CH:7][CH:8]=[C:4]1[CH:1]1[C:2]2[C:16](=[CH:17][CH:18]=[C:13]([CH3:21])[CH:14]=2)[CH2:15][CH2:19][N:20]1[CH3:23] |f:5.6|. Procedure details: Racemic 4-benzofuran-2-yl-2,7-dimethyl-1,2,3,4-tetrahydroisoquinoline was prepared from 2-acetylbenzofuran and 3-tolylmethylamine as described in Example 26. This racemic compound (105 mg) was separated on semi-prep chiral HPLC (chiralcel OD-H, 1×25 cm, eluent: 3% ethanol in heptane, flow: 4 ml/minute, 500 μl injections, 5 mg/injections). The resulting free bases were dissolved in ethyl acetate and treated with a 2 M solution of HCl in diethyl ether (2 equiv) to give (+)-4-benzofuran-2-yl-2,7-di... Reactants: CO, O=[N+]([O-])c1cnc2c(c1)CC(c1cccc(F)c1F)CCC2O. Yields the product Nc1cnc2c(c1)CC(c1cccc(F)c1F)CCC2O. RXN SMILES: [CH3:24][OH:25].[F:1][c:2]1[c:3]([CH:9]2[CH2:10][c:11]3[c:12]([n:13][cH:14][c:15]([N+:17]([O-:18])=[O:19])[cH:16]3)[CH:20]([OH:23])[CH2:21][CH2:22]2)[cH:4][cH:5][cH:6][c:7]1[F:8]>>[F:1][c:2]1[c:3]([CH:9]2[CH2:10][c:11]3[c:12]([n:13][cH:14][c:15]([NH2:17])[cH:16]3)[CH:20]([OH:23])[CH2:21][CH2:22]2)[cH:4][cH:5][cH:6][c:7]1[F:8]. Reactants: C(N)(OC(C)(C)C)=O (t-butyl carbamate), C([O-])([O-])=O.[Cs+].[Cs+] (cesium carbonate), CC1(C2=C(C(=CC=C2)P(C3=CC=CC=C3)C4=CC=CC=C4)OC5=C(C=CC=C51)P(C6=CC=CC=C6)C7=CC=CC=C7)C (XantPhos), BrC1=CC(=NC=C1)N1N=CC=C1 (4-bromo-2-(1H-pyrazol-1-yl)pyridine). Reagents/catalysts: C=1C=CC(=CC1)/C=C/C(=O)/C=C/C2=CC=CC=C2.C=1C=CC(=CC1)/C=C/C(=O)/C=C/C2=CC=CC=C2.C=1C=CC(=CC1)/C=C/C(=O)/C=C/C2=CC=CC=C2.[Pd].[Pd] (Pd2(dba)3). Run in O1CCOCC1 (dioxane). Run at temperature 85 celsius, time 8 hour. Yields the product N1(N=CC=C1)C1=NC=CC(=C1)NC(OC(C)(C)C)=O (tert-butyl 2-(1H-pyrazol-1-yl)pyridin-4-ylcarbamate). As a reaction SMILES: Br[C:2]1[CH:7]=[CH:6][N:5]=[C:4]([N:8]2[CH:12]=[CH:11][CH:10]=[N:9]2)[CH:3]=1.[C:13](=[O:20])([O:15][C:16]([CH3:19])([CH3:18])[CH3:17])[NH2:14].C(=O)([O-])[O-].[Cs+].[Cs+].CC1(C)C2C(=C(P(C3C=CC=CC=3)C3C=CC=CC=3)C=CC=2)OC2C(P(C3C=CC=CC=3)C3C=CC=CC=3)=CC=CC1=2>O1CCOCC1.C1C=CC(/C=C/C(/C=C/C2C=CC=CC=2)=O)=CC=1.C1C=CC(/C=C/C(/C=C/C2C=CC=CC=2)=O)=CC=1.C1C=CC(/C=C/C(/C=C/C2C=CC=CC=2)=O)=CC=1.[Pd].[Pd]>[N:8]1([C:4]2[CH:3]=[C:2]([NH:14][C:13](=[O:20])[O:15][C:16]([CH3:19])([CH3:18])[CH3:17])[CH:7]=[CH:6][N:5]=2)[CH:12]=[CH:11][CH:10]=[N:9]1 |f:2.3.4,7.8.9.10.11|. Procedure details: Commercial 4-bromo-2-(1H-pyrazol-1-yl)pyridine (500 mg, 2.23 mmol) was dissolved in 30 mL dioxane. To it were added t-butyl carbamate (392 g, 3.35 mmol), cesium carbonate (1.46 g, 4.46 mmol), Pd2(dba)3 (101 mg, 0.11 mmol) and XantPhos (192 mg, 0.33 mmol). The mixture was degassed with Ar stream and stirred under Ar in 85° C. bath for overnight. The mixture was concentrated, taken into 200 mL EtOAc and 100 mL water. The organic phase was separated, dried, concentrated and subjected to flash colum... The reactants are C(C)OC([C@H]([C@H](CC)C)O)=O ((+)-ethyl-(2S, 3S)-2-hydroxy-3-methylpentanoate), CC(=O)[O-].[Na+] (NaOAc), C=1C=C[NH+]=CC1.[O-][Cr](=O)(=O)Cl (PCC), C=1C=C[NH+]=CC1.[O-][Cr](=O)(=O)Cl (PCC). The solvent is C(Cl)Cl (CH2Cl2). Run at time 24 hour. Yields the product C(C)OC(C([C@H](CC)C)=O)=O ((+)-ethyl-(S)-3-methyl-2-oxopentanoate). Isolated yield 79.9%. Reaction SMILES: [CH2:1]([O:3][C:4](=[O:11])[C@@H:5]([OH:10])[C@@H:6]([CH3:9])[CH2:7][CH3:8])[CH3:2].CC([O-])=O.[Na+].C1C=C[NH+]=CC=1.[O-][Cr](Cl)(=O)=O>C(Cl)Cl>[CH2:1]([O:3][C:4](=[O:11])[C:5](=[O:10])[C@@H:6]([CH3:9])[CH2:7][CH3:8])[CH3:2] |f:1.2,3.4|. Procedure: To a solution of (+)-hydroxy ester [3] (2.0 g, 12.5 mmol) in 20 ml of CH2Cl2 at room temperature were added successively NaOAc (312 mg, 3.8 mmol) and PCC (pyridinium chlorochromate, 4.04 g, 18.75 mmol). After 24 h at room temperature, the conversion was only 60% and 2.02 g PCC were re-added. The mixture was stirred 96 h at room temperature, rapidly filtered on SiO2, concentrated and purified by flash chromatography on SiO2 to give 1.58 g of ester [4]. At this stage, a GC control on chiral column... Reactants: N1C=NC=C1 (imidazole), C(C1=CC=CC=C1)(=O)O[C@H]1[C@@H]([C@@H]2[C@@H](OC(C2)=O)C1)\C=C\[C@@H](O)C1=CC2=C(S1)C=CC=C2 ((3aR,4R,5R,6aS)-4-((R,E)-3-(benzo[b]thiophen-2-yl)-3-hydroxyprop-1-enyl)-2-oxohexahydro-2H-cyclopenta[b]furan-5-yl benzoate), CC(C)(C)[Si](C1=CC=CC=C1)(C2=CC=CC=C2)Cl (TBDPSCl), C(C1=CC=CC=C1)(=O)O[C@H]1[C@@H]([C@@H]2[C@@H](OC(C2)=O)C1)\C=C\[C@@H](O)C1=CC2=C(S1)C=CC=C2 ((3aR,4R,5R,6aS)-4-((R,E)-3-(benzo[b]thiophen-2-yl)-3-hydroxyprop-1-enyl)-2-oxohexahydro-2H-cyclopenta[b]furan-5-yl benzoate). The solvent is CN(C)C=O (DMF), C(C)(=O)OCC (ethyl acetate). Reaction conditions: temperature 0 celsius. Yields the product C(C1=CC=CC=C1)(=O)O[C@H]1[C@@H]([C@@H]2[C@@H](OC(C2)=O)C1)\C=C\[C@@H](O[Si](C1=CC=CC=C1)(C1=CC=CC=C1)C(C)(C)C)C1=CC2=C(S1)C=CC=C2 ((3aR,4R,5R,6aS)-4-((R,E)-3-(benzo[b]thiophen-2-yl)-3-(tert-butyldiphenylsilyloxy)prop-1-enyl)-2-oxohexahydro-2H-cyclopenta[b]furan-5-yl benzoate). Reaction SMILES: N1C=CN=C1.[CH3:6][C:7]([Si:10](Cl)([C:17]1[CH:22]=[CH:21][CH:20]=[CH:19][CH:18]=1)[C:11]1[CH:16]=[CH:15][CH:14]=[CH:13][CH:12]=1)([CH3:9])[CH3:8].[C:24]([O:32][C@@H:33]1[CH2:41][C@@H:36]2[O:37][C:38](=[O:40])[CH2:39][C@@H:35]2[C@H:34]1/[CH:42]=[CH:43]/[C@H:44]([C:46]1[S:50][C:49]2[CH:51]=[CH:52][CH:53]=[CH:54][C:48]=2[CH:47]=1)[OH:45])(=[O:31])[C:25]1[CH:30]=[CH:29][CH:28]=[CH:27][CH:26]=1>CN(C=O)C.C(OCC)(=O)C>[C:24]([O:32][C@@H:33]1[CH2:41][C@@H:36]2[O:37][C:38](=[O:40])[CH2:39][C@@H:35]2[C@H:34]1/[CH:42]=[CH:43]/[C@H:44]([C:46]1[S:50][C:49]2[CH:51]=[CH:52][CH:53]=[CH:54][C:48]=2[CH:47]=1)[O:45][Si:10]([C:7]([CH3:9])([CH3:8])[CH3:6])([C:17]1[CH:22]=[CH:21][CH:20]=[CH:19][CH:18]=1)[C:11]1[CH:16]=[CH:15][CH:14]=[CH:13][CH:12]=1)(=[O:31])[C:25]1[CH:30]=[CH:29][CH:28]=[CH:27][CH:26]=1. Procedure: A stirring mixture consisting of (3aR,4R,5R,6aS)-4-((R,E)-3-(benzo[b]thiophen-2-yl)-3-hydroxyprop-1-enyl)-2-oxohexahydro-2H-cyclopenta[b]furan-5-yl benzoate (5a, limiting reagent) and imidazole (1.1 molar equivalents) in DMF (5 M in 5a) is cooled to 0° C. under a nitrogen atmosphere. A solution consisting of TBDPSCl (1.1 molar equivalents) in DMF is added slowly. Upon completion of the reaction, as judged by TLC, the reaction mixture is diluted with ethyl acetate and is washed with water and bri... Starting materials: BrC1=C(C=CC=C1)OCCCl (1-bromo-2-(2-chloroethoxy)benzene), OC1CCNCC1 (4-hydroxypiperidine), Example 149 ( b ). Yields the product BrC1=C(OCCN2CCC(CC2)O)C=CC=C1 (1-[2-(2-Bromophenoxy)ethyl]-4-piperidinol). RXN SMILES: [Br:1][C:2]1[CH:7]=[CH:6][CH:5]=[CH:4][C:3]=1[O:8][CH2:9][CH2:10]Cl.[OH:12][CH:13]1[CH2:18][CH2:17][NH:16][CH2:15][CH2:14]1>>[Br:1][C:2]1[CH:7]=[CH:6][CH:5]=[CH:4][C:3]=1[O:8][CH2:9][CH2:10][N:16]1[CH2:17][CH2:18][CH:13]([OH:12])[CH2:14][CH2:15]1. Reported procedure: The title compound was prepared from 1-bromo-2-(2-chloroethoxy)benzene and 4-hydroxypiperidine in a similar manner to Example 149 (b). The reactants are Cc1oc(-c2ccccc2)nc1CC#N, [Co], [H][H], NCCO. The product is Cc1oc(-c2ccccc2)nc1CCN. As a reaction SMILES: [CH3:1][c:2]1[c:3]([CH2:13][C:14]#[N:15])[n:4][c:5](-[c:7]2[cH:8][cH:9][cH:10][cH:11][cH:12]2)[o:6]1.[Co:18].[H:16][H:17].[NH2:19][CH2:20][CH2:21][OH:22]>>[CH3:1][c:2]1[c:3]([CH2:13][CH2:14][NH2:15])[n:4][c:5](-[c:7]2[cH:8][cH:9][cH:10][cH:11][cH:12]2)[o:6]1. Reactants: ClC=1C=CC(C(C1)C(O)C1=CC=CC=C1)(O)C(C)(C)C (5-chloro-2-tert.-butyl-2-hydroxy-α-phenyl-benzene-methanol), ClC(C(=O)O)Cl (dichloroacetic acid), [H-].[Na+] (sodium hydride), oil, O (water). Run in O1CCOCC1 (dioxane), O1CCOCC1 (dioxane), O1CCOCC1 (dioxane). Conditions: temperature 80 celsius. Product: ClC1=CC2=C(OC(OC2(C2=CC=CC=C2)C(C)(C)C)C(=O)O)C=C1 (6-chloro-4-tert.-butyl-4-phenyl-[4H]-1,3-benzodioxin-2-carboxylic acid). Reaction SMILES: Cl[CH:2](Cl)[C:3]([OH:5])=[O:4].[H-].[Na+].[Cl:9][C:10]1[CH:11]=[CH:12][C:13](C(C)(C)C)([OH:24])[CH:14]([CH:16]([C:18]2[CH:23]=[CH:22][CH:21]=[CH:20][CH:19]=2)[OH:17])[CH:15]=1.O>O1CCOCC1>[Cl:9][C:10]1[CH:11]=[CH:12][C:13]2[O:24][CH:2]([C:3]([OH:5])=[O:4])[O:17][C:16]([C:14]([CH3:16])([CH3:15])[CH3:13])([C:18]3[CH:23]=[CH:22][CH:21]=[CH:20][CH:19]=3)[C:14]=2[CH:15]=1 |f:1.2|. Procedure: A solution of 5.82 ml of dichloroacetic acid in 100 ml of dioxane was added dropwise with stirring to a mixture of 12.8 g of sodium hydride in a 50% oil suspension, 100 ml of anhydrous dioxane and 600 mg of dibenzo-18-couronne-6 kept at room temperature and a solution of 14.1 g of 5-chloro-2-tert.-butyl-2-hydroxy-α-phenyl-benzene-methanol in 100 ml of dioxane was added dropwise at room temperature. The mixture was heated at 80° C. for 6 hours and was then cooled to room temperature which was kep... Reactants: CC(C)(C)OC(=O)NC1(C(=O)OC(C)(C)C)CC1(CN=[N+]=[N-])c1ccccc1, CC(C)(C)OC(=O)NC1(C(=O)OC(C)(C)C)CC1(CO)c1ccccc1, CC#N, O, O, Cc1ccc(S(=O)(=O)O)cc1. The product is CC(C)(C)OC(=O)C1(N)CC1(CN=[N+]=[N-])c1ccccc1. Reaction SMILES: [C:13]([CH3:14])([CH3:15])([CH3:16])[O:17][C:18](=[O:19])[C:20]1([NH:33][C:34]([O:35][C:36]([CH3:37])([CH3:38])[CH3:39])=[O:40])[C:21]([c:23]2[cH:24][cH:25][cH:26][cH:27][cH:28]2)([CH2:29][N:30]=[N+:31]=[N-:32])[CH2:22]1.[C:41]([O:42][C:43]([C:44]1([NH:45][C:46]([O:47][C:48]([CH3:49])([CH3:50])[CH3:51])=[O:52])[CH2:53][C:54]1([CH2:55][OH:56])[c:57]1[cH:58][cH:59][cH:60][cH:61][cH:62]1)=[O:63])([CH3:64])([CH3:65])[CH3:66].[CH3:68][C:69]#[N:70].[OH2:1].[OH2:67].[c:2]1([CH3:3])[cH:4][cH:5][c:6]([S:7]([OH:8])(=[O:9])=[O:10])[cH:11][cH:12]1>>[C:13]([CH3:14])([CH3:15])([CH3:16])[O:17][C:18](=[O:19])[C:20]1([NH2:33])[C:21]([c:23]2[cH:24][cH:25][cH:26][cH:27][cH:28]2)([CH2:29][N:30]=[N+:31]=[N-:32])[CH2:22]1.